This data is from the Open Reaction Database (ORD), a public repository of structured organic reaction records. The task is: describe an organic reaction: reactants, conditions, products, and yield Starting materials: O.NN (hydrazine monohydrate), BrC1=NC=C(C=C1)F (2-bromo-5-fluoropyridine). Run in O (water). Run at temperature 110 celsius, time 5 minute. Product: BrC1=NC=C(C=C1)NN (2-Bromo-5-hydrazinylpyridine). Yield: 32.8%. RXN SMILES: O.[NH2:2][NH2:3].[Br:4][C:5]1[CH:10]=[CH:9][C:8](F)=[CH:7][N:6]=1>O>[Br:4][C:5]1[CH:10]=[CH:9][C:8]([NH:2][NH2:3])=[CH:7][N:6]=1 |f:0.1|. Procedure details: To hydrazine monohydrate (5.51 mL, 114 mmol) was added 2-bromo-5-fluoropyridine (1.00 g, 5.68 mmol). The mixture was heated under microwave irradiation in a sealed, thick-walled glass tube for 1 h at 110° C. The thick, white suspension was poured into 60 mL water and stirred vigorously for 5 min. The precipitate was collected by filtration, rinsed with water, and then dried under reduced pressure to provide the title compound (0.35 g) as a white solid. LCMS m/z=188.2 [M+H]+; 1H NMR (400 MHz, DMS... Starting materials: FC1=CC=C(CN)C=C1 (4-fluorobenzylamine), COC(C1=CC=C(C=C1)C=1N=C(C2=C(N1)SC(=C2)[N+](=O)[O-])Cl)=O (4-(4-chloro-6-nitro-thieno-[2,3-d]-pyrimidin-2-yl)-benzoic acid methylester). Product: COC(C1=CC=C(C=C1)C=1N=C(C2=C(N1)SC(=C2)[N+](=O)[O-])NCC2=CC=C(C=C2)F)=O (4-[4-(4-fluorobenzylamino)-6-nitro-thieno-[2,3-d]-pyrimidin-2-yl]-benzoic acid methylester). RXN SMILES: [F:1][C:2]1[CH:9]=[CH:8][C:5]([CH2:6][NH2:7])=[CH:4][CH:3]=1.[CH3:10][O:11][C:12](=[O:32])[C:13]1[CH:18]=[CH:17][C:16]([C:19]2[N:20]=[C:21](Cl)[C:22]3[CH:27]=[C:26]([N+:28]([O-:30])=[O:29])[S:25][C:23]=3[N:24]=2)=[CH:15][CH:14]=1>>[CH3:10][O:11][C:12](=[O:32])[C:13]1[CH:18]=[CH:17][C:16]([C:19]2[N:20]=[C:21]([NH:7][CH2:6][C:5]3[CH:8]=[CH:9][C:2]([F:1])=[CH:3][CH:4]=3)[C:22]3[CH:27]=[C:26]([N+:28]([O-:30])=[O:29])[S:25][C:23]=3[N:24]=2)=[CH:15][CH:14]=1. Reported procedure: The reaction procedure as above wherein 4-fluorobenzylamine is reacted with 4-(4-chloro-6-nitro-thieno-[2,3-d]-pyrimidin-2-yl)-benzoic acid methylester yields 4-[4-(4-fluorobenzylamino)-6-nitro-thieno-[2,3-d]-pyrimidin-2-yl]-benzoic acid methylester. The reactants are COc1cc2ncnc(Oc3cccc(NC(=O)Nc4cc(C(C)(C)C)on4)c3)c2cc1OC1CCNC1, CCOC(C)=O, Cl, Cl, O=S(=O)(OCC(F)F)C(F)(F)F, [Na+], O=C([O-])O. Product: COc1cc2ncnc(Oc3cccc(NC(=O)Nc4cc(C(C)(C)C)on4)c3)c2cc1OC1CCN(CC(F)F)C1. As a reaction SMILES: [C:20]([CH3:21])([CH3:22])([CH3:23])[c:24]1[cH:25][c:26]([NH:29][C:30](=[O:31])[NH:32][c:33]2[cH:34][c:35]([O:39][c:40]3[n:41][cH:42][n:43][c:44]4[cH:45][c:46]([O:56][CH3:57])[c:47]([O:50][CH:51]5[CH2:52][NH:53][CH2:54][CH2:55]5)[cH:48][c:49]34)[cH:36][cH:37][cH:38]2)[n:27][o:28]1.[CH3:58][CH2:59][O:60][C:61](=[O:62])[CH3:63].[ClH:18].[ClH:19].[F:6][C:7]([F:8])([F:9])[S:10]([O:11][CH2:12][CH:13]([F:14])[F:15])(=[O:16])=[O:17].[Na+:5].[O-:1][C:2]([OH:3])=[O:4]>>[CH2:12]([CH:13]([F:14])[F:15])[N:53]1[CH2:52][CH:51]([O:50][c:47]2[c:46]([O:56][CH3:57])[cH:45][c:44]3[n:43][cH:42][n:41][c:40]([O:39][c:35]4[cH:34][c:33]([NH:32][C:30]([NH:29][c:26]5[cH:25][c:24]([C:20]([CH3:21])([CH3:22])[CH3:23])[o:28][n:27]5)=[O:31])[cH:38][cH:37][cH:36]4)[c:49]3[cH:48]2)[CH2:55][CH2:54]1. Yields the product CC(C)CC(O)c1occc1C(=O)O. RXN SMILES: [CH3:17][CH:18]([CH3:19])[CH2:20][CH:21]=[O:22].[CH:9]([N-:10][CH:11]([CH3:12])[CH3:13])([CH3:14])[CH3:15].[ClH:23].[Li+:16].[O:24]1[CH2:25][CH2:26][CH2:27][CH2:28]1.[OH2:29].[OH:1][C:2](=[O:3])[c:4]1[cH:5][cH:6][o:7][cH:8]1>>[OH:1][C:2](=[O:3])[c:4]1[cH:5][cH:6][o:7][c:8]1[CH:21]([CH2:20][CH:18]([CH3:17])[CH3:19])[OH:22]. The reactants are CC(C)CC=O, CC(C)[N-]C(C)C, Cl, [Li+], C1CCOC1, O, O=C(O)c1ccoc1. Starting materials: OCCNC(C(=O)O)=O (2-hydroxyethyloxamic acid), C(C(=C)C)(=O)Cl (methacrylic acid chloride), C(C(=C)C)(=O)Cl (methacrylic acid chloride), C(C(=C)C)(=O)N=C=O (methacryloylisocyanate). Solvent: C(C)N(CC)CC (triethylamine). Yields the product C(C(=C)C)(=O)NC(=O)OCCNC(C(=O)O)=O (methacryloylcarbamoyloxyethyloxamic acid). RXN SMILES: [OH:1][CH2:2][CH2:3][NH:4][C:5](=[O:9])[C:6]([OH:8])=[O:7].C(Cl)(=O)C(C)=C.[C:16]([N:21]=[C:22]=[O:23])(=[O:20])[C:17]([CH3:19])=[CH2:18]>C(N(CC)CC)C>[C:16]([NH:21][C:22]([O:1][CH2:2][CH2:3][NH:4][C:5](=[O:9])[C:6]([OH:8])=[O:7])=[O:23])(=[O:20])[C:17]([CH3:19])=[CH2:18]. Reported procedure: In example 1, when the reaction of a triethylamine salt of 2-hydroxyethyloxamic acid with methacrylic acid chloride was performed, 5.5 g (0.05 moles) of methacryloylisocyanate were used instead of methacrylic acid chloride with no use of TEA and the reaction was carried out at room temperature. Except the forementioned, the same procedure as for example 1 was carried out to get methacryloylcarbamoyloxyethyloxamic acid of the following structure. ##STR18## Starting materials: [H-].[Na+] (sodium hydride), C(=C)C1CCC(N1)=O (5-vinylpyrrolidin-2-one), acid chloride, C(C)(C)(C)C=1C=C(C=C(C1)C(C)(C)C)O[C@@H](C(=O)Cl)C ((2R)-2-(3,5-Di-t-butylphenyloxy)propanoyl chloride), O (Water). Solvent: C1(=CC=CC=C1)C (toluene), C1(=CC=CC=C1)C (toluene), C1(=CC=CC=C1)C (toluene). Conditions: temperature 25 celsius. The product is C(C)(C)(C)C=1C=C(C=C(C1)C(C)(C)C)O[C@H](C(=O)N1C(CC[C@H]1C=C)=O)C ((5S)-N-((2S)-2-(3,5 -di-t-butylphenyloxy)propanoyl)-5-ethenylpyrrolidin-2-one). Yield: 49.3%. Reaction SMILES: [H-].[Na+].[CH:3]([CH:5]1[NH:9][C:8](=[O:10])[CH2:7][CH2:6]1)=[CH2:4].[C:11]([C:15]1[CH:16]=[C:17]([O:25][C@H:26]([CH3:30])[C:27](Cl)=[O:28])[CH:18]=[C:19]([C:21]([CH3:24])([CH3:23])[CH3:22])[CH:20]=1)([CH3:14])([CH3:13])[CH3:12].O>C1(C)C=CC=CC=1>[C:11]([C:15]1[CH:16]=[C:17]([O:25][C@@H:26]([CH3:30])[C:27]([N:9]2[C@H:5]([CH:3]=[CH2:4])[CH2:6][CH2:7][C:8]2=[O:10])=[O:28])[CH:18]=[C:19]([C:21]([CH3:23])([CH3:22])[CH3:24])[CH:20]=1)([CH3:12])([CH3:13])[CH3:14] |f:0.1|. Procedure: To 60% sodium hydride (336 mg, 10 mmol) in toluene (20 mL) at 0° C. was added dropwise a solution of 5-vinylpyrrolidin-2-one (1.0 g, 9.0 mmol) in toluene (10 mL) over a 5 min period. The cooling bath was removed and the solution was allowed to warm to 25° C. to ensure complete generation of the anion. To the anion at 25° C. was added dropwise a solution of (2R)-2-(3,5-di-t-butylphenyloxy)propanoyl chloride (11, 3.20 g, 9.8 mmol) in toluene (10 mL) over a 5 min period. TLC indicated that the reac...